Dataset: the Open Reaction Database (ORD), a public repository of structured organic reaction records. Task: describe an organic reaction: reactants, conditions, products, and yield Reactants: [H][H] (hydrogen), ClCCC1=C(N=C2N(C1=O)C(=CC=C2)C)C (3-(2-chloroethyl)-2,6-dimethyl-4H-pyrido[1,2-a]-pyrimidin-4-one), CO (methanol), Cl (hydrogen chloride). The reagents and catalysts are [Pd] (palladium-on-charcoal). Run in CC(C)O (2-propanol). Yields the product Cl.ClCCC1=C(N=C2N(C1=O)C(CCC2)C)C (3-(2-chloroethyl)-6,7,8,9-tetrahydro-2,6-dimethyl-4H-pyrido[1,2-a]pyrimidin-4-one monohydrochloride). The yield is 86.0%. RXN SMILES: [Cl:1][CH2:2][CH2:3][C:4]1[C:9](=[O:10])[N:8]2[C:11]([CH3:15])=[CH:12][CH:13]=[CH:14][C:7]2=[N:6][C:5]=1[CH3:16].CO.Cl.[H][H]>[Pd].CC(O)C>[ClH:1].[Cl:1][CH2:2][CH2:3][C:4]1[C:9](=[O:10])[N:8]2[CH:11]([CH3:15])[CH2:12][CH2:13][CH2:14][C:7]2=[N:6][C:5]=1[CH3:16] |f:6.7|. Procedure details: A mixture of 9.5 parts of 3-(2-chloroethyl)-2,6-dimethyl-4H-pyrido[1,2-a]-pyrimidin-4-one, 160 parts of methanol and 40 parts of 2-propanol saturated with hydrogen chloride was hydrogenated at normal pressure and at room temperature with 2 parts of palladium-on-charcoal catalyst 10%. After the calculated amount of hydrogen was taken up, the catalyst was filtered off over Hyflo and the filtrate was evaporated, yielding 9.5 parts (86%) of 3-(2-chloroethyl)-6,7,8,9-tetrahydro-2,6-dimethyl-4H-pyrido... The reactants are ClC=1N(C(N(N1)C)=O)C1=C(C=CC=C1)C (5-chloro-2-methyl-4-(o-tolyl)-2,4-dihydro[1,2,4]triazol-3-one), BrN1C(CCC1=O)=O (N-bromosuccinimide), C(C1=CC=CC=C1)(=O)OOC(C1=CC=CC=C1)=O (dibenzoyl peroxide). Solvent: C(Cl)(Cl)(Cl)Cl (carbon tetrachloride). Product: BrCC1=C(C=CC=C1)N1C(N(N=C1Cl)C)=O (4-(2-bromomethylphenyl)-5-chloro-2-methyl-2,4-dihydro[1,2,4]triazol-3-one). RXN SMILES: [Cl:1][C:2]1[N:3]([C:9]2[CH:14]=[CH:13][CH:12]=[CH:11][C:10]=2[CH3:15])[C:4](=[O:8])[N:5]([CH3:7])[N:6]=1.[Br:16]N1C(=O)CCC1=O.C(OOC(=O)C1C=CC=CC=1)(=O)C1C=CC=CC=1>C(Cl)(Cl)(Cl)Cl>[Br:16][CH2:15][C:10]1[CH:11]=[CH:12][CH:13]=[CH:14][C:9]=1[N:3]1[C:2]([Cl:1])=[N:6][N:5]([CH3:7])[C:4]1=[O:8]. Reported procedure: Preparation of ##STR16## a) 8.95 g of 5-chloro-2-methyl-4-(o-tolyl)-2,4-dihydro[1,2,4]triazol-3-one (prepared according to WO 95/14009) and 7.83 g of N-bromosuccinimide are placed in 50 ml of carbon tetrachloride, and a catalytic amount of dibenzoyl peroxide is added. The suspension is then stirred under reflux with illumination (a 500 W photographic lamp) for 11/2 hours. The suspension is concentrated by evaporation and the residue is chromatographed directly on silica gel using hexane/ethyl ac... Reactants: C(C)N(C\C=C/C1=C(C=CC(=C1)F)S(=O)(=O)CC1=CC=C(C(=C1C(=O)OC)OC)C1=COC=C1)CC ((Z)-methyl 6-((2-(3-(diethylamino)prop-1-enyl)-4-fluorobenzenesulfonyl)methyl)-3-(furan-3-yl)-2-methoxybenzoate), O1C=C(C=C1)B(O)O (furan-3-boronic acid), BrC=1C(=C(C(=O)OC)C(=CC1)CS(=O)(=O)C1=C(C=C(C=C1)F)\C=C/CN(CC)CC)O ((Z)-methyl 3-bromo-6-((2-(3-(diethylamino)prop-1-enyl)-4-fluorobenzenesulfonyl)methyl)-2-hydroxybenzoate), BrC=1C(=C(C(=O)OC)C(=CC1)CS(=O)(=O)C1=C(C=C(C=C1)F)\C=C/CN(CC)CC)O ((Z)-methyl 3-bromo-6-((2-(3-(diethylamino)prop-1-enyl)-4-fluorobenzenesulfonyl)methyl)-2-hydroxybenzoate). Reported procedure: Prepared by proceeding in a similar manner to Intermediate 160, starting from (Z)-methyl 3-bromo-6-((2-(3-(diethylamino)prop-1-enyl)-4-fluorobenzenesulfonyl)methyl)-2-hydroxybenzoate (Intermediate 197) and furan-3-boronic acid. Yields the product C(C)N(C\C=C/C1=C(C=CC(=C1)F)S(=O)(=O)CC1=CC=C(C(=C1C(=O)OC)O)C1=COC=C1)CC ((Z)-Methyl 6-((2-(3-(diethylamino)prop-1-enyl)-4-fluorobenzenesulfonyl)methyl)-3-(furan-3-yl)-2-hydroxybenzoate). As a reaction SMILES: [CH2:1]([N:3]([CH2:35][CH3:36])[CH2:4]/[CH:5]=[CH:6]\[C:7]1[CH:12]=[C:11]([F:13])[CH:10]=[CH:9][C:8]=1[S:14]([CH2:17][C:18]1[C:23]([C:24]([O:26][CH3:27])=[O:25])=[C:22]([O:28]C)[C:21]([C:30]2[CH:34]=[CH:33][O:32][CH:31]=2)=[CH:20][CH:19]=1)(=[O:16])=[O:15])[CH3:2].BrC1C(O)=C(C(CS(C2C=CC(F)=CC=2/C=C\CN(CC)CC)(=O)=O)=CC=1)C(OC)=O.O1C=CC(B(O)O)=C1>>[CH2:35]([N:3]([CH2:1][CH3:2])[CH2:4]/[CH:5]=[CH:6]\[C:7]1[CH:12]=[C:11]([F:13])[CH:10]=[CH:9][C:8]=1[S:14]([CH2:17][C:18]1[C:23]([C:24]([O:26][CH3:27])=[O:25])=[C:22]([OH:28])[C:21]([C:30]2[CH:34]=[CH:33][O:32][CH:31]=2)=[CH:20][CH:19]=1)(=[O:15])=[O:16])[CH3:36]. Starting materials: C(=O)C1=CS[C@H]2N(C1C(=O)OC(C1=CC=CC=C1)C1=CC=CC=C1)C(C2NC(CC=2SC=CC2)=O)=O (Benzhydryl 3-formyl-7-(2-thienylacetamido)-2-cephem-4-carboxylate). The reagents and catalysts are C1=CC=C(C=C1)P(C2=CC=CC=C2)C3=CC=CC=C3.C1=CC=C(C=C1)P(C2=CC=CC=C2)C3=CC=CC=C3.C1=CC=C(C=C1)P(C2=CC=CC=C2)C3=CC=CC=C3.[Cl-].[Rh] (tris-(triphenylphosphine)chlororhodium). The solvent is C1(=CC=CC=C1)C (toluene). Product: C(C1=CC=CC=C1)(C1=CC=CC=C1)OC(=O)C1=CCS[C@H]2N1C(C2NC(CC=2SC=CC2)=O)=O (Benzhydryl-7-(2-thienylacetamido)-3-cephem-4-carboxylate). Reaction SMILES: C([C:3]1[CH:8]([C:9]([O:11][CH:12]([C:19]2[CH:24]=[CH:23][CH:22]=[CH:21][CH:20]=2)[C:13]2[CH:18]=[CH:17][CH:16]=[CH:15][CH:14]=2)=[O:10])[N:7]2[C:25](=[O:36])[CH:26]([NH:27][C:28](=[O:35])[CH2:29][C:30]3[S:31][CH:32]=[CH:33][CH:34]=3)[C@H:6]2[S:5][CH:4]=1)=O>C1C=CC(P(C2C=CC=CC=2)C2C=CC=CC=2)=CC=1.C1C=CC(P(C2C=CC=CC=2)C2C=CC=CC=2)=CC=1.C1C=CC(P(C2C=CC=CC=2)C2C=CC=CC=2)=CC=1.[Cl-].[Rh].C1(C)C=CC=CC=1>[CH:12]([O:11][C:9]([C:8]1[N:7]2[C:25](=[O:36])[CH:26]([NH:27][C:28](=[O:35])[CH2:29][C:30]3[S:31][CH:32]=[CH:33][CH:34]=3)[C@H:6]2[S:5][CH2:4][CH:3]=1)=[O:10])([C:13]1[CH:14]=[CH:15][CH:16]=[CH:17][CH:18]=1)[C:19]1[CH:20]=[CH:21][CH:22]=[CH:23][CH:24]=1 |f:1.2.3.4.5|. Reported procedure: A mixture of the benzhydryl ester from Example 28 (2.5 g. 4.79 mmol). tris-(triphenylphosphine)chlororhodium (3.5 g. 4.79 mmol) and dry toluene (75 ml) was refluxed under nitrogen for 5.5 hours. The reaction mixture was cooled, the rhodium complex was removed by filtration and the filtrate was poured slowly into petroleum ether (250 ml) with stirring. The precipitated solid, which was a mixture of rhodium complex and product, was collected. The product was purified by chromatography on a silica ... Reactants: CCOC(=O)c1ccc(CNC(=O)C2NC(CC(C)(C)C)C(C#N)(c3ccc(Cl)cc3F)C2c2cccc(Cl)c2F)nc1, C1CCOC1, [Li+], [OH-], O, O. Product: CC(C)(C)CC1NC(C(=O)NCc2ccc(C(=O)O)cn2)C(c2cccc(Cl)c2F)C1(C#N)c1ccc(Cl)cc1F. As a reaction SMILES: [CH2:1]([CH3:2])[O:3][C:4]([c:5]1[cH:6][n:7][c:8]([CH2:11][NH:12][C:13](=[O:14])[CH:15]2[NH:16][CH:17]([CH2:38][C:39]([CH3:40])([CH3:41])[CH3:42])[C:18]([C:28]#[N:29])([c:30]3[c:31]([F:37])[cH:32][c:33]([Cl:36])[cH:34][cH:35]3)[CH:19]2[c:20]2[c:21]([F:27])[c:22]([Cl:26])[cH:23][cH:24][cH:25]2)[cH:9][cH:10]1)=[O:43].[CH2:47]1[O:48][CH2:49][CH2:50][CH2:51]1.[Li+:46].[OH-:45].[OH2:44].[OH2:52]>>[O:3]=[C:4]([c:5]1[cH:6][n:7][c:8]([CH2:11][NH:12][C:13](=[O:14])[CH:15]2[NH:16][CH:17]([CH2:38][C:39]([CH3:40])([CH3:41])[CH3:42])[C:18]([C:28]#[N:29])([c:30]3[c:31]([F:37])[cH:32][c:33]([Cl:36])[cH:34][cH:35]3)[CH:19]2[c:20]2[c:21]([F:27])[c:22]([Cl:26])[cH:23][cH:24][cH:25]2)[cH:9][cH:10]1)[OH:43]. The reactants are C(=O)([O-])[C@@H](O)[C@H](O)C(=O)O.[K+] (monopotassium D-tartrate), CN(C)CCC(C=1SC=CC1)O (N,N-dimethyl-3-hydroxy-3-(2-thienyl)propylamine), [OH-].[K+] (potassium hydroxide), FC1=CC=CC2=CC=CC=C12 (1-fluoronaphthalene). Solvent: O (water), CS(=O)C (dimethylsulfoxide). Run at temperature 110 celsius, time 2 hour. Yields the product CN(C)CCC(C=1SC=CC1)OC1=CC=CC2=CC=CC=C12.C(=O)([O-])[C@@H](O)[C@H](O)C(=O)[O-] ((RS)—N,N-dimethyl-3-(naphthyloxy)-3-(2-thienyl)propylamine D-tartrate). RXN SMILES: [CH3:1][N:2]([CH2:4][CH2:5][CH:6]([OH:12])[C:7]1[S:8][CH:9]=[CH:10][CH:11]=1)[CH3:3].[OH-].[K+].F[C:16]1[C:25]2[C:20](=[CH:21][CH:22]=[CH:23][CH:24]=2)[CH:19]=[CH:18][CH:17]=1.[C:26]([C@H:29]([C@@H:31]([C:33]([OH:35])=[O:34])[OH:32])[OH:30])([O-:28])=[O:27].[K+]>CS(C)=O.O>[CH3:1][N:2]([CH2:4][CH2:5][CH:6]([O:12][C:24]1[C:25]2[C:20](=[CH:19][CH:18]=[CH:17][CH:16]=2)[CH:21]=[CH:22][CH:23]=1)[C:7]1[S:8][CH:9]=[CH:10][CH:11]=1)[CH3:3].[C:26]([C@H:29]([C@@H:31]([C:33]([O-:35])=[O:34])[OH:32])[OH:30])([O-:28])=[O:27] |f:1.2,4.5,8.9|. Reported procedure: A mixture of N,N-dimethyl-3-hydroxy-3-(2-thienyl)propylamine (185 g, 1 mole), potassium hydroxide (112 g, 2 moles) and 1-fluoronaphthalene (146 g, 1 mole) in dimethylsulfoxide (1000 ml) is stirred at 110° C. for 2 hours. After cooling down to 20° C., the mixture is filtered, diluted with water (3 l), monopotassium D-tartrate (188 g, 1 mole) is added, and the mixture is stirred at 80° C. for 0.5 hour. After cooling down, the precipitated product is sucked off, washed with water and dried. Yield: ... Starting materials: C(=CC)C=1[Se]C(=CC1)C1=CC=C(C=C1)C1CCC(CC1)CCC (2-(propenyl)-5-[4-(4-propylcyclohexyl)phenyl]selenophene). As a reaction SMILES: [CH:1]([C:4]1[Se:5][C:6]([C:9]2[CH:14]=[CH:13][C:12]([CH:15]3[CH2:20][CH2:19][CH:18]([CH2:21][CH2:22][CH3:23])[CH2:17][CH2:16]3)=[CH:11][CH:10]=2)=[CH:7][CH:8]=1)=[CH:2][CH3:3]>C(OCC)(=O)C.[Pd]>[CH2:1]([C:4]1[Se:5][C:6]([C:9]2[CH:10]=[CH:11][C:12]([CH:15]3[CH2:16][CH2:17][CH:18]([CH2:21][CH2:22][CH3:23])[CH2:19][CH2:20]3)=[CH:13][CH:14]=2)=[CH:7][CH:8]=1)[CH2:2][CH3:3]. Product: C(CC)C=1[Se]C(=CC1)C1=CC=C(C=C1)C1CCC(CC1)CCC (2-Propyl-5-[4-(4-propylcyclohexyl)phenyl]selenophene). Procedure: 1.0 g (2.69 mmol) of 2-(propenyl)-5-[4-(4-propylcyclohexyl)phenyl]selenophene is hydrogenated in 10 ml of ethyl acetate, in the presence of Pd/C (5% of Pd) at atmospheric pressure and RT. The reaction soln. is filtered and concentrated to dryness, and the crude product is purified by column chromatography (SiO2, n-heptane→n-heptane:EtOAc=20:1). The further purification is carried out by recrystallisation from n-heptane. 2-Propyl-5-[4-(4-propylcyclohexyl)phenyl]selenophene is obtained as a colour... The reagents and catalysts are [Pd] (Pd/C). Run in C(C)(=O)OCC (ethyl acetate).